describe an organic reaction: reactants, conditions, products, and yield From a dataset of the Open Reaction Database (ORD), a public repository of structured organic reaction records. The reactants are O=C([O-])O, Cc1ccc(OCc2ccccc2)cc1-c1cc(Cl)nc(N)n1, ClB(Cl)Cl, ClCCl, [Na+]. Yields the product Cc1ccc(O)cc1-c1cc(Cl)nc(N)n1. RXN SMILES: [C:28](=[O:29])([OH:30])[O-:31].[CH2:1]([c:2]1[cH:3][cH:4][cH:5][cH:6][cH:7]1)[O:8][c:9]1[cH:10][cH:11][c:12]([CH3:23])[c:13](-[c:15]2[n:16][c:17]([NH2:22])[n:18][c:19]([Cl:21])[cH:20]2)[cH:14]1.[Cl:24][B:25]([Cl:26])[Cl:27].[Cl:33][CH2:34][Cl:35].[Na+:32]>>[OH:8][c:9]1[cH:10][cH:11][c:12]([CH3:23])[c:13](-[c:15]2[n:16][c:17]([NH2:22])[n:18][c:19]([Cl:21])[cH:20]2)[cH:14]1. Reactants: O=C(Nc1ccc(Cl)c(-c2ccccn2)c1)c1ccc(CBr)nc1, CN1CCNCC1, CS(C)=O. The product is CN1CCN(Cc2ccc(C(=O)Nc3ccc(Cl)c(-c4ccccn4)c3)cn2)CC1. As a reaction SMILES: [Br:1][CH2:2][c:3]1[cH:4][cH:5][c:6]([C:9](=[O:10])[NH:11][c:12]2[cH:13][c:14](-[c:19]3[n:20][cH:21][cH:22][cH:23][cH:24]3)[c:15]([Cl:18])[cH:16][cH:17]2)[cH:7][n:8]1.[CH3:25][N:26]1[CH2:27][CH2:28][NH:29][CH2:30][CH2:31]1.[CH3:32][S:33]([CH3:34])=[O:35]>>[CH2:2]([c:3]1[cH:4][cH:5][c:6]([C:9](=[O:10])[NH:11][c:12]2[cH:13][c:14](-[c:19]3[n:20][cH:21][cH:22][cH:23][cH:24]3)[c:15]([Cl:18])[cH:16][cH:17]2)[cH:7][n:8]1)[N:29]1[CH2:28][CH2:27][N:26]([CH3:25])[CH2:31][CH2:30]1. Reactants: CC1CN(C(=O)c2ccccc2)CCN1c1nnc(Cl)c2ncccc12, [Na+], [Na+], O=C([O-])[O-], OB(O)c1ccccc1, c1ccc(P(c2ccccc2)(c2ccccc2)[Pd](P(c2ccccc2)(c2ccccc2)c2ccccc2)(P(c2ccccc2)(c2ccccc2)c2ccccc2)P(c2ccccc2)(c2ccccc2)c2ccccc2)cc1. Yields the product CC1CN(C(=O)c2ccccc2)CCN1c1nnc(-c2ccccc2)c2ncccc12. RXN SMILES: [Cl:1][c:2]1[c:3]2[c:4]([c:5]([N:8]3[CH:9]([CH3:22])[CH2:10][N:11]([C:14](=[O:15])[c:16]4[cH:17][cH:18][cH:19][cH:20][cH:21]4)[CH2:12][CH2:13]3)[n:6][n:7]1)[cH:23][cH:24][cH:25][n:26]2.[Na+:36].[Na+:37].[O-:38][C:39](=[O:40])[O-:41].[OH:27][B:28]([OH:29])[c:30]1[cH:31][cH:32][cH:33][cH:34][cH:35]1.[cH:42]1[cH:43][cH:44][c:45]([P:46]([Pd:47]([P:48]([c:49]2[cH:50][cH:51][cH:52][cH:53][cH:54]2)([c:55]2[cH:56][cH:57][cH:58][cH:59][cH:60]2)[c:61]2[cH:62][cH:63][cH:64][cH:65][cH:66]2)([P:67]([c:68]2[cH:69][cH:70][cH:71][cH:72][cH:73]2)([c:74]2[cH:75][cH:76][cH:77][cH:78][cH:79]2)[c:80]2[cH:81][cH:82][cH:83][cH:84][cH:85]2)[P:86]([c:87]2[cH:88][cH:89][cH:90][cH:91][cH:92]2)([c:93]2[cH:94][cH:95][cH:96][cH:97][cH:98]2)[c:99]2[cH:100][cH:101][cH:102][cH:103][cH:104]2)([c:105]2[cH:106][cH:107][cH:108][cH:109][cH:110]2)[c:111]2[cH:112][cH:113][cH:114][cH:115][cH:116]2)[cH:117][cH:118]1>>[c:2]1(-[c:30]2[cH:31][cH:32][cH:33][cH:34][cH:35]2)[c:3]2[c:4]([c:5]([N:8]3[CH:9]([CH3:22])[CH2:10][N:11]([C:14](=[O:15])[c:16]4[cH:17][cH:18][cH:19][cH:20][cH:21]4)[CH2:12][CH2:13]3)[n:6][n:7]1)[cH:23][cH:24][cH:25][n:26]2. Reactants: BrC=1C(=NC(=C(C1)CC)OC)C (3-bromo-5-ethyl-6-methoxy-2-methyl-pyridine), C([O-])([O-])=O.[K+].[K+] (potassium carbonate), [OH-].[Na+] (sodium hydroxide), N1C=CC=C1 (pyrrole). The reagents and catalysts are [Cu](I)I (copper iodide), [Cu](I)I (copper iodide). Run at temperature 185 celsius. The product is C(C)C=1C(=NC(=C(C1)N1C=CC=C1)C)OC (3-ethyl-2-methoxy-6-methyl-5-pyrrol-1-yl-pyridine). The yield is 36.2%. RXN SMILES: Br[C:2]1[C:3]([CH3:12])=[N:4][C:5]([O:10][CH3:11])=[C:6]([CH2:8][CH3:9])[CH:7]=1.C(=O)([O-])[O-].[K+].[K+].[OH-].[Na+].[NH:21]1[CH:25]=[CH:24][CH:23]=[CH:22]1>[Cu](I)I>[CH2:8]([C:6]1[C:5]([O:10][CH3:11])=[N:4][C:3]([CH3:12])=[C:2]([N:21]2[CH:25]=[CH:24][CH:23]=[CH:22]2)[CH:7]=1)[CH3:9] |f:1.2.3,4.5|. Reported procedure: Into each of 2 microwave vials is added 3-bromo-5-ethyl-6-methoxy-2-methyl-pyridine (200 mg, 0.869 mmol), potassium carbonate (180 mg, 1.30 mmol), copper iodide (16 mg, 0.084 mmol), sodium hydroxide (84 mg, 2.10 mmol) and pyrrole (72 μL, 1.04 mmol). The vials are flushed with N2 before anhydrous dimethylformamide (5 mL) is added then sealed. The first reaction is heated in the CEM Discover microwave at 185° C. (max wattage set to 150 W) for 1 hr. LC/MS shows the reaction is incomplete. The react... Reactants: CC(C)(C)OC(=O)N1CCNCC1, O=Cc1ccc(F)cc1, [K+], [K+], O=C([O-])[O-], c1ccncc1. Yields the product CC(C)(C)OC(=O)N1CCN(c2ccc(C=O)cc2)CC1. Reaction SMILES: [C:1]([CH3:2])([CH3:3])([CH3:4])[O:5][C:6](=[O:7])[N:8]1[CH2:9][CH2:10][NH:11][CH2:12][CH2:13]1.[F:14][c:15]1[cH:16][cH:17][c:18]([CH:19]=[O:20])[cH:21][cH:22]1.[K+:23].[K+:24].[O-:25][C:26]([O-:27])=[O:28].[cH:29]1[cH:30][cH:31][n:32][cH:33][cH:34]1>>[C:1]([CH3:2])([CH3:3])([CH3:4])[O:5][C:6](=[O:7])[N:8]1[CH2:9][CH2:10][N:11]([c:15]2[cH:16][cH:17][c:18]([CH:19]=[O:20])[cH:21][cH:22]2)[CH2:12][CH2:13]1. The reactants are FC1=CC=C(OC2=C(C(=O)NCC3=CC=C(C=C3)[N+](=O)[O-])C=CC=N2)C=C1 (2-(4-Fluoro-phenoxy)-N-(4-nitro-benzyl)-nicotinamide), [H][H] (hydrogen). Reagents/catalysts: [Pd] (palladium on carbon). The solvent is C(C)(=O)OCC (ethyl acetate). Product: NC1=CC=C(CNC(C2=C(N=CC=C2)OC2=CC=C(C=C2)F)=O)C=C1 (N-(4-Amino-benzyl)-2-(4fluoro-phenoxy)-nicotinamide). Reaction SMILES: [F:1][C:2]1[CH:27]=[CH:26][C:5]([O:6][C:7]2[N:25]=[CH:24][CH:23]=[CH:22][C:8]=2[C:9]([NH:11][CH2:12][C:13]2[CH:18]=[CH:17][C:16]([N+:19]([O-])=O)=[CH:15][CH:14]=2)=[O:10])=[CH:4][CH:3]=1.[H][H]>C(OCC)(=O)C.[Pd]>[NH2:19][C:16]1[CH:15]=[CH:14][C:13]([CH2:12][NH:11][C:9](=[O:10])[C:8]2[CH:22]=[CH:23][CH:24]=[N:25][C:7]=2[O:6][C:5]2[CH:26]=[CH:27][C:2]([F:1])=[CH:3][CH:4]=2)=[CH:18][CH:17]=1. Reported procedure: To a degassed solution of 2-(4-Fluoro-phenoxy)-N-(4-nitro-benzyl)-nicotinamide (0.800 g 2.17 mmole) in ethyl acetate was added 10% palladium on carbon (0.160 g). This was shaken under 40 psi hydrogen for 30 minutes. The catalyst was removed by filtration, and the solution was concentrated to give an oil that was purified by chromatography on silica gel eluting with 4% methanol/methylene chloride. Recrystalization from ethyl acetate/hexane gave a solid. (0.562 g). 1H NMR (400 mhz, CDCl3) d 3.64 (... Starting materials: ClC1=CC=C2C(=C1)NC(C21C(NC(CC1C1=C(C=CC(=C1)Cl)[N+](=O)[O-])=O)C(=C)C)=O (racemic (2′R,3R,4′S)-6-chloro-4′-(5-chloro-2-nitro-phenyl)-2′-isopropenylspiro[3H-indole-3,3′-piperidine]-2,6′(1H)-dione), NN.O (NH2NH2.H2O). Reagents/catalysts: [Ni] (Ni). Run in CO (methanol). Run at temperature 80 celsius, time 0.5 hour. Yields the product NC1=C(C=C(C=C1)Cl)C1C2(C(NC(C1)=O)C(=C)C)C(NC1=CC(=CC=C12)Cl)=O (racemic (2′R,3R,4′S)-4′-(2-amino-5-chloro-phenyl)-6-chloro-2′-isopropenylspiro[3H-indole-3,3′-piperidine]-2,6′(1H)-dione). Yield: 96.1%. Reaction SMILES: [Cl:1][C:2]1[CH:7]=[C:6]2[NH:8][C:9](=[O:30])[C:10]3([CH:15]([C:16]4[CH:21]=[C:20]([Cl:22])[CH:19]=[CH:18][C:17]=4[N+:23]([O-])=O)[CH2:14][C:13](=[O:26])[NH:12][CH:11]3[C:27]([CH3:29])=[CH2:28])[C:5]2=[CH:4][CH:3]=1.NN.O>CO.[Ni]>[NH2:23][C:17]1[CH:18]=[CH:19][C:20]([Cl:22])=[CH:21][C:16]=1[CH:15]1[CH2:14][C:13](=[O:26])[NH:12][CH:11]([C:27]([CH3:29])=[CH2:28])[C:10]21[C:5]1[C:6](=[CH:7][C:2]([Cl:1])=[CH:3][CH:4]=1)[NH:8][C:9]2=[O:30] |f:1.2|. Procedure details: The reaction mixture of racemic (2′R,3R,4′S)-6-chloro-4′-(5-chloro-2-nitro-phenyl)-2′-isopropenylspiro[3H-indole-3,3′-piperidine]-2,6′(1H)-dione (290 mg, 0.65 mmol), Raney Ni (39 mg) and NH2NH2.H2O (320 mg) in methanol was stirred at 80° C. for 0.5 h. The mixture was cooled to 4° C., and concentrated. To the residue were added ethyl acetate (10 mL) and water (10 mL). The organic layer was separated, washed with brine, dried over MgSO4 and concentrated. The residue was purified by column chromato... Reactants: COC(=O)CBr, O=C([O-])[O-], CCCC[N+](CCCC)(CCCC)CCCC, CN(C)C=O, CCC(CC)c1cc(C)n2nc(-c3ccc(OC)cc3Cl)[nH]c(=O)c12, [I-], [K+], [K+], O. The product is CCC(CC)c1cc(C)n2nc(-c3ccc(OC)cc3Cl)n(CC(=O)OC)c(=O)c12. RXN SMILES: [Br:1][CH2:2][C:3](=[O:4])[O:5][CH3:6].[C:7](=[O:8])([O-:9])[O-:10].[CH2:44]([N+:45]([CH2:46][CH2:47][CH2:48][CH3:49])([CH2:50][CH2:51][CH2:52][CH3:53])[CH2:54][CH2:55][CH2:56][CH3:57])[CH2:58][CH2:59][CH3:60].[CH3:13][N:14]([CH3:15])[CH:16]=[O:17].[Cl:18][c:19]1[c:20](-[c:27]2[n:28][n:29]3[c:30]([c:31](=[O:33])[nH:32]2)[c:34]([CH:38]([CH2:39][CH3:40])[CH2:41][CH3:42])[cH:35][c:36]3[CH3:37])[cH:21][cH:22][c:23]([O:25][CH3:26])[cH:24]1.[I-:43].[K+:11].[K+:12].[OH2:61]>>[CH2:2]([C:3](=[O:4])[O:5][CH3:6])[n:32]1[c:27](-[c:20]2[c:19]([Cl:18])[cH:24][c:23]([O:25][CH3:26])[cH:22][cH:21]2)[n:28][n:29]2[c:30]([c:31]1=[O:33])[c:34]([CH:38]([CH2:39][CH3:40])[CH2:41][CH3:42])[cH:35][c:36]2[CH3:37].